This data is from the Open Reaction Database (ORD), a public repository of structured organic reaction records. The task is: describe an organic reaction: reactants, conditions, products, and yield The reactants are CNCC1=NC2=CC=CC=C2N=C1 (2-(methylaminomethyl)quinoxaline), C([O-])([O-])=O.[K+].[K+] (potassium carbonate), [N+](=O)([O-])C1=CC=C(OCCCI)C=C1 (1-(4-nitrophenoxy)-3-iodopropane). Solvent: C(C)#N.C(C)O (acetonitrile ethanol). Run at temperature 85 celsius. Product: [N+](=O)([O-])C1=CC=C(OCCCN(C)CC2=NC3=CC=CC=C3N=C2)C=C1 (2-[N-[3-(4-Nitrophenoxy)propyl]methylamino methyl]quinoxaline). Yield: 83.1%. Reaction SMILES: [CH3:1][NH:2][CH2:3][C:4]1[CH:13]=[N:12][C:11]2[C:6](=[CH:7][CH:8]=[CH:9][CH:10]=2)[N:5]=1.C(=O)([O-])[O-].[K+].[K+].[N+:20]([C:23]1[CH:33]=[CH:32][C:26]([O:27][CH2:28][CH2:29][CH2:30]I)=[CH:25][CH:24]=1)([O-:22])=[O:21]>C(#N)C.C(O)C>[N+:20]([C:23]1[CH:33]=[CH:32][C:26]([O:27][CH2:28][CH2:29][CH2:30][N:2]([CH2:3][C:4]2[CH:13]=[N:12][C:11]3[C:6](=[CH:7][CH:8]=[CH:9][CH:10]=3)[N:5]=2)[CH3:1])=[CH:25][CH:24]=1)([O-:22])=[O:21] |f:1.2.3,5.6|. Procedure: To a stirred suspension of 2-(methylaminomethyl)quinoxaline (1.10 g, 6.35 mmol) and potassium carbonate (0.88 g, 6.35 mmol) in 2:1 acetonitrile/ethanol (40 mL) was added 1-(4-nitrophenoxy)-3-iodopropane (1.95 g, 6.35 mmol). The resulting mixture was heated at 85° C. overnight, concentrated, and partitioned between ethyl acetate and 10% aqueous potassium carbonate. The organic phase was dried (MgSO4), decolorized (charcoal), and concentrated to afford 1.86 g (83%) of product as a yellow semi-soli...